This data is from the Open Reaction Database (ORD), a public repository of structured organic reaction records. The task is: describe an organic reaction: reactants, conditions, products, and yield Starting materials: ClC(=O)OC (methyl chloroformate), FC1=C(C(=CC(=C1)C(NC)=O)F)C1=NC2=C(N1C[C@H]1CN(CCO1)C(=O)OC(C)(C)C)C=CC(=C2)C ((S)-tert-butyl 2-((2-(2,6-difluoro-4-(methylcarbamoyl)phenyl)-5-methyl-1H-benzo[d]imidazol-1-yl)methyl)morpholine-4-carboxylate), Cl (HCl), C(C)(C)N(CC)C(C)C (diisopropylethylamine). Solvent: CO (MeOH), ClCCl (dichloromethane). Reaction conditions: temperature 5 celsius, time 6 hour. Yields the product FC1=C(C(=CC(=C1)C(NC)=O)F)C1=NC2=C(N1C[C@H]1CN(CCO1)C(=O)OC)C=CC(=C2)C ((S)-methyl 2-((2-(2,6-difluoro-4-(methylcarbamoyl)phenyl)-5-methyl-1H-benzo[d]imidazol-1-yl)methyl)morpholine-4-carboxylate). Reaction SMILES: [F:1][C:2]1[CH:7]=[C:6]([C:8](=[O:11])[NH:9][CH3:10])[CH:5]=[C:4]([F:12])[C:3]=1[C:13]1[N:17]([CH2:18][C@@H:19]2[O:24][CH2:23][CH2:22][N:21]([C:25]([O:27][C:28](C)(C)C)=[O:26])[CH2:20]2)[C:16]2[CH:32]=[CH:33][C:34]([CH3:36])=[CH:35][C:15]=2[N:14]=1.Cl.C(N(C(C)C)CC)(C)C.ClC(OC)=O>ClCCl.CO>[F:12][C:4]1[CH:5]=[C:6]([C:8](=[O:11])[NH:9][CH3:10])[CH:7]=[C:2]([F:1])[C:3]=1[C:13]1[N:17]([CH2:18][C@@H:19]2[O:24][CH2:23][CH2:22][N:21]([C:25]([O:27][CH3:28])=[O:26])[CH2:20]2)[C:16]2[CH:32]=[CH:33][C:34]([CH3:36])=[CH:35][C:15]=2[N:14]=1. Procedure details: A mixture of (S)-tert-butyl 2-((2-(2,6-difluoro-4-(methylcarbamoyl)phenyl)-5-methyl-1H-benzo[d]imidazol-1-yl)methyl)morpholine-4-carboxylate (58.3 g, 116.5 mmol) and MeOH (65 mL) was stirred at 20° C. as HCl (4.0N aqueous) (300 mL, 1200 mmol) was added. The resulting mixture was stirred for 6 hr, and then dichloromethane (300 mL) was added. The phases were mixed for 5 min and then allowed to settle. The organic phase was removed, and dichloromethane (600 mL) was added. The mixture was stirred at... Reactants: COC(=O)c1cnc(CC=O)cn1, O, OCCO, Cc1ccc(S(=O)(=O)O)cc1, c1ccccc1. Yields the product COC(=O)c1cnc(CC2OCCO2)cn1. Reaction SMILES: [CH3:1][O:2][C:3](=[O:4])[c:5]1[n:6][cH:7][c:8]([CH2:11][CH:12]=[O:13])[n:9][cH:10]1.[OH2:18].[OH:14][CH2:15][CH2:16][OH:17].[c:19]1([CH3:20])[cH:21][cH:22][c:23]([S:24]([OH:25])(=[O:26])=[O:27])[cH:28][cH:29]1.[cH:30]1[cH:31][cH:32][cH:33][cH:34][cH:35]1>>[CH3:1][O:2][C:3](=[O:4])[c:5]1[n:6][cH:7][c:8]([CH2:11][CH:12]2[O:13][CH2:16][CH2:15][O:14]2)[n:9][cH:10]1. The reactants are C(C)(C)(C)OC(=O)N1CC(C1)C(=O)O (1-(tertiary butoxycarbonyl)azetidine-3-carboxylic acid), Cl (HCl). Run in O1CCCC1 (tetrahydrofuran). Reaction conditions: time 4 hour. Yields the product OCC1CN(C1)C(=O)OC(C)(C)C (tertiary butyl 3-(hydroxymethyl)azetidine-1-carboxylate). RXN SMILES: [C:1]([O:5][C:6]([N:8]1[CH2:11][CH:10]([C:12](O)=[O:13])[CH2:9]1)=[O:7])([CH3:4])([CH3:3])[CH3:2].Cl>O1CCCC1>[OH:13][CH2:12][CH:10]1[CH2:11][N:8]([C:6]([O:5][C:1]([CH3:4])([CH3:3])[CH3:2])=[O:7])[CH2:9]1. Procedure: Borane dimethyl sulfide complex (4.5 mL, 15.0 mmol) was slowly added to 1-(tertiary butoxycarbonyl)azetidine-3-carboxylic acid (1.0 g, 5.0 mmol) dissolved in a distilled tetrahydrofuran solution (20 mL) at 0° C., and the mixture was stirred at the same temperature for 4 hours. Thereafter, 1N HCl aqueous solution (70 mL) was slowly added at 0° C., and the mixture was stirred at room temperature for 30 minutes. The reaction mixture was extracted with ethyl acetate (3*30 mL), and the organic layer ... Reactants: FC1=CC=C(C=C1)[C@@H]1CN(CC[C@H]1C(=O)OC)CCC1=CC=CC=C1 (Methyl (3R*,4R*)-3-(4-fluorophenyl)-1-phenethyl-piperidine-4-carboxylate), [OH-].[Li+] (lithium hydroxide). Run in C1CCOC1 (THF). Conditions: temperature 60 celsius. Product: FC1=CC=C(C=C1)[C@@H]1CN(CC[C@H]1C(=O)O)CCC1=CC=CC=C1 ((3R*,4R*)-3-(4-fluorophenyl)-1-phenethyl-piperidine-4-carboxylic acid). RXN SMILES: [F:1][C:2]1[CH:7]=[CH:6][C:5]([C@H:8]2[C@H:13]([C:14]([O:16]C)=[O:15])[CH2:12][CH2:11][N:10]([CH2:18][CH2:19][C:20]3[CH:25]=[CH:24][CH:23]=[CH:22][CH:21]=3)[CH2:9]2)=[CH:4][CH:3]=1.[OH-].[Li+]>C1COCC1>[F:1][C:2]1[CH:7]=[CH:6][C:5]([C@H:8]2[C@H:13]([C:14]([OH:16])=[O:15])[CH2:12][CH2:11][N:10]([CH2:18][CH2:19][C:20]3[CH:21]=[CH:22][CH:23]=[CH:24][CH:25]=3)[CH2:9]2)=[CH:4][CH:3]=1 |f:1.2|. Procedure details: The product from step B (750 mg, 2.197 mmol) in THF (15 ml) was treated at rt with 1 M aqueous lithium hydroxide (4.83 ml, 4.83 mmol). The mixture was heated at 60° C. for approximately 12 h, then cooled to rt and concentrated. The resulting residue was treated with 2M aq HCl (4.40 mL) and lyophilized twice from water (5 mL) to afford the title compound. HPLC/MS: 328.2 (M+1); Rt=0.95 min (LC-2 HPLC conditions). Starting materials: C12C(C3CC(CC(C1)C3)C2)NC(=O)C=2C=NN(C2Cl)C (5-chloro-1-methyl-1H-pyrazole-4-carboxylic acid adamantan-2-ylamide), CN1CCNCC1 (1-methylpiperazine). Run in CN1C(CCC1)=O (N-methylpyrrolidinone). Product: C12C(C3CC(CC(C1)C3)C2)NC(=O)C=2C=NN(C2N2CCN(CC2)C)C (methyl-5-(4-methyl-piperazin-1-yl)-1H-pyrazole-4-carboxylic acid adamantan-2-ylamide). Isolated yield 57.3%. RXN SMILES: [CH:1]12[CH2:10][CH:5]3[CH2:6][CH:7]([CH2:9][CH:3]([CH2:4]3)[CH:2]1[NH:11][C:12]([C:14]1[CH:15]=[N:16][N:17]([CH3:20])[C:18]=1Cl)=[O:13])[CH2:8]2.[CH3:21][N:22]1[CH2:27][CH2:26][NH:25][CH2:24][CH2:23]1>CN1CCCC1=O>[CH:1]12[CH2:10][CH:5]3[CH2:6][CH:7]([CH2:9][CH:3]([CH2:4]3)[CH:2]1[NH:11][C:12]([C:14]1[CH:15]=[N:16][N:17]([CH3:20])[C:18]=1[N:25]1[CH2:26][CH2:27][N:22]([CH3:21])[CH2:23][CH2:24]1)=[O:13])[CH2:8]2. Procedure details: A solution of 5-chloro-1-methyl-1H-pyrazole-4-carboxylic acid adamantan-2-ylamide (Example 5, 59 mg; 0.20 mmol) and 1-methylpiperazine (0.47 mL; 4.2 mmol) in N-methylpyrrolidinone (0.8 mL) was heated to 230° C. in a sealed vial under microwave irradiation for 2 hr. The mixture was allowed to cool to room temperature and the crude product was purified by reverse phase HPLC to provide methyl-5-(4-methyl-piperazin-1-yl)-1H-pyrazole-4-carboxylic acid adamantan-2-ylamide (41 mg, 57%) as an off white ... Reactants: OC1=C(C=CC=C1)C=NCCN(CCN=CC1=C(C=CC=C1)O)CCN=CC1=C(C=CC=C1)O (N,N,N-tris[[[(2hydroxyphenyl)methylene]amino]ethyl]amine), [BH4-].[Na+] (Sodium borohydride). The solvent is CO (methanol), C(Cl)Cl (methylene chloride). Run at time 2 hour. Yields the product OC1=C(C=CC=C1)CNCCN(CCNCC1=C(C=CC=C1)O)CCNCC1=C(C=CC=C1)O (N,N,N-tris[[[(2-hydroxyphenyl)methyl]amino]ethyl]amine). Isolated yield 74.2%. Reaction SMILES: [OH:1][C:2]1[CH:7]=[CH:6][CH:5]=[CH:4][C:3]=1[CH:8]=[N:9][CH2:10][CH2:11][N:12]([CH2:24][CH2:25][N:26]=[CH:27][C:28]1[CH:33]=[CH:32][CH:31]=[CH:30][C:29]=1[OH:34])[CH2:13][CH2:14][N:15]=[CH:16][C:17]1[CH:22]=[CH:21][CH:20]=[CH:19][C:18]=1[OH:23].[BH4-].[Na+]>CO.C(Cl)Cl>[OH:23][C:18]1[CH:19]=[CH:20][CH:21]=[CH:22][C:17]=1[CH2:16][NH:15][CH2:14][CH2:13][N:12]([CH2:11][CH2:10][NH:9][CH2:8][C:3]1[CH:4]=[CH:5][CH:6]=[CH:7][C:2]=1[OH:1])[CH2:24][CH2:25][NH:26][CH2:27][C:28]1[CH:33]=[CH:32][CH:31]=[CH:30][C:29]=1[OH:34] |f:1.2|. Procedure details: A solution of N,N,N-tris[[[(2hydroxyphenyl)methylene]amino]ethyl]amine (40.0 g, 87 mmol) in 250 mL of methanol and 250 mL of methylene chloride was cooled in an ice bath. Sodium borohydride (10.0 g, 263 mmol) was added in several portions. Stirring was continued at room temperature for two hours. The solvents were evaporated and the residue was taken up in ether. This solution was washed with water and brine, dried over magnesium sulfate, filtered and evaporated to afford N,N,N-tris[[[(2-hydroxy...